Task: describe an organic reaction: reactants, conditions, products, and yield. Dataset: the Open Reaction Database (ORD), a public repository of structured organic reaction records The reactants are CC(C)OC(=O)c1ccccc1S(=O)(=O)N=C=O, ClCCCl, COc1nc(N)nc(C(F)(F)F)n1. Yields the product COc1nc(NC(=O)NS(=O)(=O)c2ccccc2C(=O)OC(C)C)nc(C(F)(F)F)n1. As a reaction SMILES: [CH:1]([CH3:2])([CH3:3])[O:4][C:5](=[O:6])[c:7]1[c:8]([S:13](=[O:14])(=[O:15])[N:16]=[C:17]=[O:18])[cH:9][cH:10][cH:11][cH:12]1.[Cl:32][CH2:33][CH2:34][Cl:35].[NH2:19][c:20]1[n:21][c:22]([C:28]([F:29])([F:30])[F:31])[n:23][c:24]([O:26][CH3:27])[n:25]1>>[CH:1]([CH3:2])([CH3:3])[O:4][C:5](=[O:6])[c:7]1[c:8]([S:13](=[O:14])(=[O:15])[NH:16][C:17](=[O:18])[NH:19][c:20]2[n:21][c:22]([C:28]([F:29])([F:30])[F:31])[n:23][c:24]([O:26][CH3:27])[n:25]2)[cH:9][cH:10][cH:11][cH:12]1. The reactants are C(C1=CC=CC=C1)N1C[C@@H](CC1)C=1C=C(C=CC1)NS(=O)(=O)C1=CC(=CC=C1)C(F)(F)F (N-[3-((S)-1-benzyl-pyrrolidin-3-yl)-phenyl]-3-trifluoromethyl-benzene sulfonamid). The reagents and catalysts are [Pd] (palladium on charcoal). Run in CO (methanol). Yields the product N1C[C@@H](CC1)C=1C=C(C=CC1)NS(=O)(=O)C1=CC(=CC=C1)C(F)(F)F (N-[3-((S)-pyrrolidin-3-yl)-phenyl]-3-trifluoromethyl-benzene sulfonamide). The yield is 66.1%. RXN SMILES: C([N:8]1[CH2:12][CH2:11][C@@H:10]([C:13]2[CH:14]=[C:15]([NH:19][S:20]([C:23]3[CH:28]=[CH:27][CH:26]=[C:25]([C:29]([F:32])([F:31])[F:30])[CH:24]=3)(=[O:22])=[O:21])[CH:16]=[CH:17][CH:18]=2)[CH2:9]1)C1C=CC=CC=1>CO.[Pd]>[NH:8]1[CH2:12][CH2:11][C@@H:10]([C:13]2[CH:14]=[C:15]([NH:19][S:20]([C:23]3[CH:28]=[CH:27][CH:26]=[C:25]([C:29]([F:32])([F:30])[F:31])[CH:24]=3)(=[O:22])=[O:21])[CH:16]=[CH:17][CH:18]=2)[CH2:9]1. Procedure: A solution of N-[3-((S)-1-benzyl-pyrrolidin-3-yl)-phenyl]-3-trifluoromethyl-benzene sulfonamid (620 mg, 1.34 mmol) (Example 65) in methanol (30 ml) was hydrogenated using the ThalesNano H-Cube® hydrogenation reactor employing a 10% palladium on charcoal catalyst cartridge. After concentration of the solution under reduced pressure, the crude product was purified with silica gel chromatography with ethyl acetate/methanol (1:1; 0:1) as eluent, yielding 328 mg of the purified product. Starting materials: ClC=1C(=CC(=C(C1)NC(=O)NC1CCN(CC1)C(=O)OC(C)(C)C)I)C(F)(F)F (1,1-Dimethylethyl 4-[({[5-chloro-2-iodo-4-(trifluoromethyl)phenyl]amino}carbonyl)amino]-1-piperidinecarboxylate). The reagents and catalysts are [Cl-].[Cl-].C1(=CC=CC=C1)P([C-]1C=CC=C1)C1=CC=CC=C1.[C-]1(C=CC=C1)P(C1=CC=CC=C1)C1=CC=CC=C1.[Fe+2].[Pd+2] (palladium 1,1′-bis(diphenyl-phosphino)ferrocene dichloride). Run in O1CCOCC1 (1,4-dioxane). Run at temperature 80 celsius. Product: ClC1=CC2=C(N(C(N2)=O)C2CCN(CC2)C(=O)OC(C)(C)C)C=C1C(F)(F)F (1,1-Dimethylethyl 4-[5-chloro-2-oxo-6-(trifluoromethyl)-2,3-dihydro-1H-benzimidazol-1-yl]-1-piperidinecarboxylate). Reaction SMILES: [Cl:1][C:2]1[C:3]([C:26]([F:29])([F:28])[F:27])=[CH:4][C:5](I)=[C:6]([NH:8][C:9]([NH:11][CH:12]2[CH2:17][CH2:16][N:15]([C:18]([O:20][C:21]([CH3:24])([CH3:23])[CH3:22])=[O:19])[CH2:14][CH2:13]2)=[O:10])[CH:7]=1>[Cl-].[Cl-].C1(P(C2C=CC=CC=2)[C-]2C=CC=C2)C=CC=CC=1.[C-]1(P(C2C=CC=CC=2)C2C=CC=CC=2)C=CC=C1.[Fe+2].[Pd+2].O1CCOCC1>[Cl:1][C:2]1[C:3]([C:26]([F:29])([F:28])[F:27])=[CH:4][C:5]2[N:11]([CH:12]3[CH2:17][CH2:16][N:15]([C:18]([O:20][C:21]([CH3:24])([CH3:23])[CH3:22])=[O:19])[CH2:14][CH2:13]3)[C:9](=[O:10])[NH:8][C:6]=2[CH:7]=1 |f:1.2.3.4.5.6|. Reported procedure: Under an argon atmosphere, dry 1,4-dioxane (5 ml), palladium 1,1′-bis(diphenyl-phosphino)ferrocene dichloride (10% mol, 0.268 mmol, 220 mg), NatBuO (2 eq., 5.36 mmol, 520 mg) were mixed together and sonicated at room temperature for 10 minutes; 1,1-dimethylethyl 4-[({[5-chloro-2-iodo-4-(trifluoromethyl)phenyl]amino}carbonyl)amino]-1-piperidinecarboxylate D11 (2.68 mmol, 1.5 g) was then added at room temperature and the mixture was heated to 80° C. overnight. The reaction mixture was cooled to ro... Reactants: C(C#C)C1CCN(CC1)C(=O)OC1=CC(=C(C=C1)C)C (3,4-Dimethylphenyl 4-(prop-2-ynyl)piperidine-1-carboxylate), IC=1N=C(C=2N=CN([C@H]3[C@H](O)[C@H](O)[C@@H](CO)O3)C2N1)N (2-iodoadenosine). Product: CC=1C=C(OC(=O)N2CCC(CC2)CC#CC=2N=C(C=3N=CN([C@H]4[C@H](O)[C@H](O)[C@@H](CO)O4)C3N2)N)C=CC1C (2-{3-[1-((3,4-Dimethyl)phenoxycarbanoyl)piperidin-4-yl]propyn-1-yl}adenosine). RXN SMILES: [CH2:1]([CH:4]1[CH2:9][CH2:8][N:7]([C:10]([O:12][C:13]2[CH:18]=[CH:17][C:16]([CH3:19])=[C:15]([CH3:20])[CH:14]=2)=[O:11])[CH2:6][CH2:5]1)[C:2]#[CH:3].I[C:22]1[N:23]=[C:24]([NH2:40])[C:25]2[N:26]=[CH:27][N:28]([C:38]=2[N:39]=1)[C@@H:29]1[O:37][C@H:34]([CH2:35][OH:36])[C@@H:32]([OH:33])[C@H:30]1[OH:31]>>[CH3:20][C:15]1[CH:14]=[C:13]([CH:18]=[CH:17][C:16]=1[CH3:19])[O:12][C:10]([N:7]1[CH2:6][CH2:5][CH:4]([CH2:1][C:2]#[C:3][C:22]2[N:23]=[C:24]([NH2:40])[C:25]3[N:26]=[CH:27][N:28]([C:38]=3[N:39]=2)[C@@H:29]2[O:37][C@H:34]([CH2:35][OH:36])[C@@H:32]([OH:33])[C@H:30]2[OH:31])[CH2:9][CH2:8]1)=[O:11]. Procedure: 3,4-Dimethylphenyl 4-(prop-2-ynyl)piperidine-1-carboxylate (1.430 g, 5.27 mmol) was added to a solution of 2-iodoadenosine (0.620 g, 1.577 mmol) according to general procedure 2: yield 252 mg, 30%. 1H NMR (CD3OD) δ 8.30 (s, 1H), 7.08 (d 1H, J=8.2 Hz), 6.84 (d, 1H, J=2.3 Hz), 6.78 (dd, 1H, J=2.4, J=8.1 Hz), 5.93 (d, 1H, J=6.5 Hz), 4.71 (dd, 1H, J=5.1 Hz, J=6.5 Hz), 4.38-4.27 (m, 2H), 4.25-4.14 (m, 2H), 3.89 (dd, 1H, J=2.3 Hz, J=12.6 Hz), 3.74 (dd, 1H, J=2.6, J=12.6 Hz), 3.04, 2.90 (2×br t, 2H), 2... Reported procedure: An ice-cold solution of 6.0 g. of 6-[(3,7-dimethyl-2,6-nonadienyl)-oxy]-2,3-dihydrobenzofuran in 40 ml. of absolute methanol is treated dropwise while stirring with a solution of 6.7 g. of mercuric acetate in 100 ml. of methanol. The mixture is stirred for 2 hours at room temperature, after which there are added in the cold 23 ml. of 10% by weight aqueous sodium hydroxide followed by 0.4 g. of sodium borohydride in 23 ml. of 10% by weight aqueous sodium hydroxide. The mixture is stirred for 20 m... RXN SMILES: [CH3:1][C:2]([CH2:15][CH2:16][CH:17]=[C:18]([CH3:21])[CH2:19][CH3:20])=[CH:3][CH2:4][O:5][C:6]1[CH:14]=[CH:13][C:9]2[CH2:10][CH2:11][O:12][C:8]=2[CH:7]=1.[OH-:22].[Na+].[BH4-].[Na+].[CH3:26]O>>[CH3:26][O:22][C:18]([CH3:21])([CH2:19][CH3:20])[CH2:17][CH2:16][CH2:15][C:2]([CH3:1])=[CH:3][CH2:4][O:5][C:6]1[CH:14]=[CH:13][C:9]2[CH2:10][CH2:11][O:12][C:8]=2[CH:7]=1 |f:1.2,3.4|. Reactants: ice, [BH4-].[Na+] (sodium borohydride), [OH-].[Na+] (sodium hydroxide), CO (methanol), CO (methanol), CC(=CCOC1=CC2=C(CCO2)C=C1)CCC=C(CC)C (6-[(3,7-dimethyl-2,6-nonadienyl)-oxy]-2,3-dihydrobenzofuran), mercuric acetate, [OH-].[Na+] (sodium hydroxide). Product: COC(CCCC(=CCOC1=CC2=C(CCO2)C=C1)C)(CC)C (2,3-dihydro-6-[(7-methoxy-3,7-dimethyl-2-nonenyl)-oxy]-benzofuran). Starting materials: ClCC=1N=C(OC1C)C=CC1=C(C=CC=C1)Cl (4-Chloromethyl-2-(2-chlorostyryl)-5-methyloxazole), [C-]#N.[Na+] (sodium cyanide). Yield: 96.9%. Procedure details: 4-Chloromethyl-2-(2-chlorostyryl)-5-methyloxazole was reacted with sodium cyanide in the same manner as Example 1-(5) to give 2-(2-chlorostyryl)-4-cyanomethyl-5-methyloxazole. Yield 96.9%. Light-yellow needles (recrystallized from ethanol). Mp 89°-90° C. The product is ClC1=C(C=CC=2OC(=C(N2)CC#N)C)C=CC=C1 (2-(2-chlorostyryl)-4-cyanomethyl-5-methyloxazole). Reaction SMILES: Cl[CH2:2][C:3]1[N:4]=[C:5]([CH:9]=[CH:10][C:11]2[CH:16]=[CH:15][CH:14]=[CH:13][C:12]=2[Cl:17])[O:6][C:7]=1[CH3:8].[C-:18]#[N:19].[Na+]>>[Cl:17][C:12]1[CH:13]=[CH:14][CH:15]=[CH:16][C:11]=1[CH:10]=[CH:9][C:5]1[O:6][C:7]([CH3:8])=[C:3]([CH2:2][C:18]#[N:19])[N:4]=1 |f:1.2|.